From a dataset of the Open Reaction Database (ORD), a public repository of structured organic reaction records. describe an organic reaction: reactants, conditions, products, and yield Reactants: BrC=C(C)C=1SC=CC1 (2-(1-Bromoprop-1-en-2-yl)thiophene), CN1CC2=C(NC=3C=CC(=CC23)C)CC1 (2,3,4,5-Tetrahydro-2,8-dimethyl-1H-pyrido[4,3-b]indole), P(=O)([O-])([O-])[O-].[K+].[K+].[K+] (potassium phosphate), N1[C@H](C(=O)O)CCC1 (L-proline). The reagents and catalysts are [Cu]I (copper (I) iodide). The solvent is CN(C)C=O (DMF), CN(C)C=O (DMF). Conditions: temperature 85 celsius. The product is CN1CC2=C(N(C=3C=CC(=CC23)C)\C=C(/C)\C=2SC=CC2)CC1 ((E)-2,8-dimethyl-5-(2-(thiophen-2-yl)prop-1-enyl)-2,3,4,5-tetrahydro-1H-pyrido[4,3-b]indole). As a reaction SMILES: [CH3:1][N:2]1[CH2:15][CH2:14][C:5]2[NH:6][C:7]3[CH:8]=[CH:9][C:10]([CH3:13])=[CH:11][C:12]=3[C:4]=2[CH2:3]1.P([O-])([O-])([O-])=O.[K+].[K+].[K+].N1CCC[C@H]1C(O)=O.Br[CH:33]=[C:34]([C:36]1[S:37][CH:38]=[CH:39][CH:40]=1)[CH3:35]>CN(C=O)C.[Cu]I>[CH3:1][N:2]1[CH2:15][CH2:14][C:5]2[N:6](/[CH:33]=[C:34](/[C:36]3[S:37][CH:38]=[CH:39][CH:40]=3)\[CH3:35])[C:7]3[CH:8]=[CH:9][C:10]([CH3:13])=[CH:11][C:12]=3[C:4]=2[CH2:3]1 |f:1.2.3.4|. Procedure details: 2,3,4,5-Tetrahydro-2,8-dimethyl-1H-pyrido[4,3-b]indole (50 mg, 0.25 mmol) was dissolved in DMF (3 mL), potassium phosphate (106 mg, 0.5 mmol), copper (I) iodide (4.75 mg, 0.025 mmol) and L-proline (5.75 mg, 0.05 mmol) were added. 2-(1-Bromoprop-1-en-2-yl)thiophene (55 mg, 0.275 mmol) was dissolved in DMF (2 mL) and added dropwise to the reaction mixture. The reaction mixture was purged with nitrogen for 2 min. and heated at 85° C. overnight. DMF was evaporated under reduced pressure and water wa... Reported procedure: A solution of 0.0781 g (0.123 mmole) 4-[4-(9-cyclopentyl-7,7-difluoro-5-methyl-6-oxo-6,7,8,9-tetrahydro-5H-pyrimido[4,5-b][1,4]diazepin-2-ylamino)-2,5-difluoro-benzoylamino]-piperidine-1-carboxylic acid tert-butyl ester (I-239) in 3 mL of dichloromethane was stirred with 3 mL of trifluoroacetic acid for 2 hours and then concentrated under reduced pressure. The residue was dissolved in 80 mL of dichloromethane, washed with 15 mL of sodium carbonate solution, twice with 15 mL of brine and concentr... Reactants: C(C)(C)(C)OC(=O)N1CCC(CC1)NC(C1=C(C=C(C(=C1)F)NC=1N=CC2=C(N(CC(C(N2C)=O)(F)F)C2CCCC2)N1)F)=O (4-[4-(9-cyclopentyl-7,7-difluoro-5-methyl-6-oxo-6,7,8,9-tetrahydro-5H-pyrimido[4,5-b][1,4]diazepin-2-ylamino)-2,5-difluoro-benzoylamino]-piperidine-1-carboxylic acid tert-butyl ester), FC(C(=O)O)(F)F (trifluoroacetic acid). Isolated yield 96.7%. Yields the product C1(CCCC1)N1C2=C(N(C(C(C1)(F)F)=O)C)C=NC(=N2)NC2=CC(=C(C(=O)NC1CCNCC1)C=C2F)F (4-(9-cyclopentyl-7,7-difluoro-5-methyl-6-oxo-6,7,8,9-tetrahydro-5H-pyrimido[4,5-b][1,4]diazepin-2-ylamino)-2,5-difluoro-N-piperidin-4-yl-benzamide). RXN SMILES: C(OC([N:8]1[CH2:13][CH2:12][CH:11]([NH:14][C:15](=[O:45])[C:16]2[CH:21]=[C:20]([F:22])[C:19]([NH:23][C:24]3[N:25]=[CH:26][C:27]4[N:33]([CH3:34])[C:32](=[O:35])[C:31]([F:37])([F:36])[CH2:30][N:29]([CH:38]5[CH2:42][CH2:41][CH2:40][CH2:39]5)[C:28]=4[N:43]=3)=[CH:18][C:17]=2[F:44])[CH2:10][CH2:9]1)=O)(C)(C)C.FC(F)(F)C(O)=O>ClCCl>[CH:38]1([N:29]2[CH2:30][C:31]([F:37])([F:36])[C:32](=[O:35])[N:33]([CH3:34])[C:27]3[CH:26]=[N:25][C:24]([NH:23][C:19]4[C:20]([F:22])=[CH:21][C:16]([C:15]([NH:14][CH:11]5[CH2:12][CH2:13][NH:8][CH2:9][CH2:10]5)=[O:45])=[C:17]([F:44])[CH:18]=4)=[N:43][C:28]2=3)[CH2:39][CH2:40][CH2:41][CH2:42]1. Solvent: ClCCl (dichloromethane). Starting materials: BrC1=C(C=CC=C1)S(=O)(=O)N[C@H](CO)C ((S)-2-bromo-N-(1-hydroxypropan-2-yl)benzenesulfonamide), NC=1C(=NC(=CN1)C1=C(C=C(C=C1)B1OC(C(O1)(C)C)(C)C)F)C#N (3-amino-6-(2-fluoro-4-(4,4,5,5-tetramethyl-1,3,2-dioxaborolan-2-yl)phenyl)pyrazine-2-carbonitrile). Product: NC=1N=CC(=NC1C#N)C1=C(C=C(C=C1)C=1C(=CC=CC1)S(=O)(=O)N[C@@H](CO)C)F (4′-(5-amino-6-cyanopyrazin-2-yl)-3′-fluoro-N-[(1R)-2-hydroxy-1-methylethyl]biphenyl-2-sulfonamide). Reaction SMILES: Br[C:2]1[CH:7]=[CH:6][CH:5]=[CH:4][C:3]=1[S:8]([NH:11][C@@H:12]([CH3:15])[CH2:13][OH:14])(=[O:10])=[O:9].[NH2:16][C:17]1[C:18]([C:39]#[N:40])=[N:19][C:20]([C:23]2[CH:28]=[CH:27][C:26](B3OC(C)(C)C(C)(C)O3)=[CH:25][C:24]=2[F:38])=[CH:21][N:22]=1>>[NH2:16][C:17]1[N:22]=[CH:21][C:20]([C:23]2[CH:28]=[CH:27][C:26]([C:2]3[C:3]([S:8]([NH:11][C@H:12]([CH3:15])[CH2:13][OH:14])(=[O:10])=[O:9])=[CH:4][CH:5]=[CH:6][CH:7]=3)=[CH:25][C:24]=2[F:38])=[N:19][C:18]=1[C:39]#[N:40]. Procedure: The title compound was prepared in manner similar to that described in Example 88 using (S)-2-bromo-N-(1-hydroxypropan-2-yl)benzenesulfonamide and 3-amino-6-(2-fluoro-4-(4,4,5,5-tetramethyl-1,3,2-dioxaborolan-2-yl)phenyl)pyrazine-2-carbonitrile. MS (ESI): mass calcd. for C20H18FN5O3S, 427.11; m/z found, 428.1 [M+H]+. 1H NMR (400 MHz, CD3OD) δ 8.73 (d, J=2.1, 1H), 8.16 (dd, J=7.9, 1.4, 1H), 7.93 (m, 1H), 7.69 (m, 1H), 7.60 (m, 1H), 7.45-7.28 (m, 3H), 3.47-3.36 (m, 1H), 3.34-3.18 (m, 2H), 1.03 (d,... Starting materials: CCOC(=O)C(Cc1ccc(NCCCN2CCOc3cc(F)ccc32)cc1)OCC, [Li+], [OH-], O. Yields the product CCOC(Cc1ccc(NCCCN2CCOc3cc(F)ccc32)cc1)C(=O)O. Reaction SMILES: [F:1][c:2]1[cH:3][cH:4][c:5]2[c:6]([cH:31]1)[O:7][CH2:8][CH2:9][N:10]2[CH2:11][CH2:12][CH2:13][NH:14][c:15]1[cH:16][cH:17][c:18]([CH2:21][CH:22]([C:23](=[O:24])[O:25][CH2:26][CH3:27])[O:28][CH2:29][CH3:30])[cH:19][cH:20]1.[Li+:34].[OH-:33].[OH2:32]>>[F:1][c:2]1[cH:3][cH:4][c:5]2[c:6]([cH:31]1)[O:7][CH2:8][CH2:9][N:10]2[CH2:11][CH2:12][CH2:13][NH:14][c:15]1[cH:16][cH:17][c:18]([CH2:21][CH:22]([C:23](=[O:24])[OH:25])[O:28][CH2:29][CH3:30])[cH:19][cH:20]1. Starting materials: COC([C@H](CCC(=O)OC(C)(C)C)NC(=O)C1=NC2=CC=CC=C2C(=C1)O)=O ((S)-2-[(4-Hydroxy-quinoline-2-carbonyl)-amino]-pentanedioic acid 5-tert-butyl ester 1-methyl ester), CN(C)C=O (DMF), C([O-])([O-])=O.[Cs+].[Cs+] (cesium carbonate), C(C1=CC=CC=C1)OC(CBr)=O (Bromo-acetic acid benzyl ester). Solvent: O (water). Run at time 16 hour. Product: COC([C@H](CCC(=O)OC(C)(C)C)NC(=O)C1=NC2=CC=CC=C2C(=C1)OCC(=O)OCC1=CC=CC=C1)=O ((S)-2-[(4-Benzyloxycarbonylmethoxy-quinoline-2-carbonyl)-amino]-pentanedioic acid 5-tert-butyl ester 1-methyl ester). Reaction SMILES: [CH3:1][O:2][C:3](=[O:28])[C@@H:4]([NH:14][C:15]([C:17]1[CH:26]=[C:25]([OH:27])[C:24]2[C:19](=[CH:20][CH:21]=[CH:22][CH:23]=2)[N:18]=1)=[O:16])[CH2:5][CH2:6][C:7]([O:9][C:10]([CH3:13])([CH3:12])[CH3:11])=[O:8].CN(C=O)C.C(=O)([O-])[O-].[Cs+].[Cs+].[CH2:40]([O:47][C:48](=[O:51])[CH2:49]Br)[C:41]1[CH:46]=[CH:45][CH:44]=[CH:43][CH:42]=1>O>[CH3:1][O:2][C:3](=[O:28])[C@@H:4]([NH:14][C:15]([C:17]1[CH:26]=[C:25]([O:27][CH2:49][C:48]([O:47][CH2:40][C:41]2[CH:46]=[CH:45][CH:44]=[CH:43][CH:42]=2)=[O:51])[C:24]2[C:19](=[CH:20][CH:21]=[CH:22][CH:23]=2)[N:18]=1)=[O:16])[CH2:5][CH2:6][C:7]([O:9][C:10]([CH3:13])([CH3:12])[CH3:11])=[O:8] |f:2.3.4|. Procedure: To a solution of 6.5 g of (S)-2-[(4-Hydroxy-quinoline-2-carbonyl)-amino]-pentanedioic acid 5-tert-butyl ester 1-methyl ester 50 ml of DMF, 6.5 g of cesium carbonate and 4.2 g of Bromo-acetic acid benzyl ester was added and stirred for 16 h. Then, the reaction mixture was diluted with water and extracted with DCM (3×150 ml). The combined organic phases were dried over MgSO4 and the solvents were removed under reduced pressure. The crude product was used in the next reaction step. Yield: 8.9 g. Reactants: CS(=O)CC(NC(=O)OCc1ccccc1)C(=O)NC(Cc1ccccc1)C(O)CNC(=O)C1CCCN1C(C)(C)C, CO, O=C(OO)c1cccc(Cl)c1. The product is CC(C)(C)N1CCCC1C(=O)NCC(O)C(Cc1ccccc1)NC(=O)C(CS(C)(=O)=O)NC(=O)OCc1ccccc1. Reaction SMILES: [CH2:1]([c:2]1[cH:3][cH:4][cH:5][cH:6][cH:7]1)[O:8][C:9](=[O:10])[NH:11][CH:12]([CH2:13][S:14](=[O:15])[CH3:16])[C:17](=[O:18])[NH:19][CH:20]([CH:21]([CH2:22][NH:23][C:24]([CH:25]1[N:26]([C:30]([CH3:31])([CH3:32])[CH3:33])[CH2:27][CH2:28][CH2:29]1)=[O:34])[OH:35])[CH2:36][c:37]1[cH:38][cH:39][cH:40][cH:41][cH:42]1.[CH3:54][OH:55].[OH:43][O:44][C:45]([c:46]1[cH:47][c:48]([Cl:49])[cH:50][cH:51][cH:52]1)=[O:53]>>[CH2:1]([c:2]1[cH:3][cH:4][cH:5][cH:6][cH:7]1)[O:8][C:9](=[O:10])[NH:11][CH:12]([CH2:13][S:14](=[O:15])([CH3:16])=[O:43])[C:17](=[O:18])[NH:19][CH:20]([CH:21]([CH2:22][NH:23][C:24]([CH:25]1[N:26]([C:30]([CH3:31])([CH3:32])[CH3:33])[CH2:27][CH2:28][CH2:29]1)=[O:34])[OH:35])[CH2:36][c:37]1[cH:38][cH:39][cH:40][cH:41][cH:42]1. Reactants: C(O)([O-])=O.[Na+] (sodium hydrogen carbonate), C1NCCC2=CC(=CC=C12)NC(OCC1=CC=CC=C1)=O (benzyl (1,2,3,4-tetrahydro-isoquinolin-6-yl)-carbamate), C(C)(=O)O[BH-](OC(C)=O)OC(C)=O.[Na+] (sodium triacetoxyborohydride), FC(C(=O)[O-])(F)F (trifluoroacetate), C=O (formalin). Solvent: C(C)(=O)O (acetic acid), CO (methanol). Conditions: time 30 minute. Product: CN1CC2=CC=C(C=C2CC1)NC(OCC1=CC=CC=C1)=O (benzyl (2-methyl-1,2,3,4-tetrahydro-isoquinolin-6-yl)-carbamate). Reaction SMILES: [CH2:1]1[C:10]2[C:5](=[CH:6][C:7]([NH:11][C:12](=[O:21])[O:13][CH2:14][C:15]3[CH:20]=[CH:19][CH:18]=[CH:17][CH:16]=3)=[CH:8][CH:9]=2)[CH2:4][CH2:3][NH:2]1.F[C:23](F)(F)C([O-])=O.C=O.C(O[BH-](OC(=O)C)OC(=O)C)(=O)C.[Na+].C(=O)([O-])O.[Na+]>CO.C(O)(=O)C>[CH3:23][N:2]1[CH2:3][CH2:4][C:5]2[C:10](=[CH:9][CH:8]=[C:7]([NH:11][C:12](=[O:21])[O:13][CH2:14][C:15]3[CH:20]=[CH:19][CH:18]=[CH:17][CH:16]=3)[CH:6]=2)[CH2:1]1 |f:3.4,5.6|. Procedure: 1.5 g (3.8 mmol) benzyl (1,2,3,4-tetrahydro-isoquinolin-6-yl)-carbamate (as the trifluoroacetate salt) are suspended in 8 ml of methanol and adjusted to pH 6 with acetic acid. 0.6 ml (8.5 mmol) formalin solution (37% in water) are added and the mixture is stirred for 30 minutes at RT. Then a total of 1.8 g (8.5 mmol) sodium triacetoxyborohydride are added batchwise and the mixture is stirred for two hours. The reaction mixture is poured onto sat. sodium hydrogen carbonate solution and extracted ... RXN SMILES: [CH3:1][O:2][C:3]1[C:12]2[CH2:11][CH2:10][CH2:9][CH2:8][C:7]=2[C:6]([C:13](=[O:16])[CH2:14][CH3:15])=[CH:5][CH:4]=1.[CH2:17]=O.Cl.[NH:20]1[CH2:24][CH2:23][CH2:22][CH2:21]1.Cl>C(O)(C)C>[CH3:1][O:2][C:3]1[C:12]2[CH2:11][CH2:10][CH2:9][CH2:8][C:7]=2[C:6]([C:13](=[O:16])[CH:14]([CH3:17])[CH2:15][N:20]2[CH2:24][CH2:23][CH2:22][CH2:21]2)=[CH:5][CH:4]=1 |f:2.3|. Isolated yield 83.9%. Yields the product COC1=CC=C(C=2CCCCC12)C(C(CN1CCCC1)C)=O (1-(4-methoxy-5,6,7,8-tetrahydro-1-naphthyl)-2-methyl-3-pyrrolidino -1-propanone). Starting materials: COC1=CC=C(C=2CCCCC12)C(CC)=O (1-(4-methoxy-5,6,7,8-tetrahydro-1-naphthyl)-1-propanone), C=O (paraformaldehyde), Cl.N1CCCC1 (pyrrolidine hydrochloride), Cl (hydrochloric acid). Reported procedure: A mixture of 1-(4-methoxy-5,6,7,8-tetrahydro-1-naphthyl)-1-propanone (4.37g), paraformaldehyde (1.80g), pyrrolidine hydrochloride (3.23g), and hydrochloric acid (0.2 ml) in isopropyl alcohol (50 ml) was refluxed for 8 hours. The reaction mixture was evaporated in vacuo to give the residue. The residue was partitioned into water and ethyl ether. The aqueous layer was extracted, neutralized with ammonia water, and then extracted with ethyl ether. The organic layer was dried over anhydrous magnesiu... Solvent: C(C)(C)O (isopropyl alcohol). The reactants are ClCCl, OCc1cccc2c1OCO2, O=C(n1ccnc1)n1ccnc1. The product is O=C(OCc1cccc2c1OCO2)n1ccnc1. RXN SMILES: [Cl:24][CH2:25][Cl:26].[O:1]1[CH2:2][O:3][c:4]2[c:5]1[c:6]([CH2:10][OH:11])[cH:7][cH:8][cH:9]2.[n:12]1([C:17](=[O:18])[n:19]2[cH:20][cH:21][n:22][cH:23]2)[cH:13][n:14][cH:15][cH:16]1>>[O:1]1[CH2:2][O:3][c:4]2[c:5]1[c:6]([CH2:10][O:11][C:17]([n:12]1[cH:13][n:14][cH:15][cH:16]1)=[O:18])[cH:7][cH:8][cH:9]2. Reactants: C(C)(C)(C)OC(=O)N1CC2=CC=C(C=C2CC1)C(CBr)=O (6-(2-Bromo-acetyl)-3,4-dihydro-1H-isoquinoline-2-carboxylic Acid Tert-Butyl Ester), OC(C)C1=CC=C(C=C1)C(C)=O (1-[4-(1-hydroxy-ethyl)-phenyl]-ethanone). Product: BrCC(=O)C1=CC=C(C=C1)C(C)O (2-Bromo-1-[4-(1-hydroxy-ethyl)-phenyl]-ethanone). RXN SMILES: C(OC(N1CCC2C(=CC=C(C(=O)C[Br:20])C=2)C1)=O)(C)(C)C.[OH:22][CH:23]([C:25]1[CH:30]=[CH:29][C:28]([C:31](=[O:33])[CH3:32])=[CH:27][CH:26]=1)[CH3:24]>>[Br:20][CH2:32][C:31]([C:28]1[CH:29]=[CH:30][C:25]([CH:23]([OH:22])[CH3:24])=[CH:26][CH:27]=1)=[O:33]. Reported procedure: 2-Bromo-1-[4-(1-hydroxy-ethyl)-phenyl]-ethanone is prepared following preparation 29c from 600 mg (3.65 mmol) 1-[4-(1-hydroxy-ethyl)-phenyl]-ethanone.